From a dataset of the Open Reaction Database (ORD), a public repository of structured organic reaction records. describe an organic reaction: reactants, conditions, products, and yield The reactants are COC(=O)Cn1ccc2cc(OCCCBr)ccc21, O=C([O-])[O-], CCCc1cc(-c2nc3c(s2)CCCC3)ccc1O, CCOC(C)=O, [Cs+], [Cs+], CN(C)C=O. Yields the product CCCc1cc(-c2nc3c(s2)CCCC3)ccc1OCCCOc1ccc2c(ccn2CC(=O)OC)c1. Reaction SMILES: [Br:20][CH2:21][CH2:22][CH2:23][O:24][c:25]1[cH:26][c:27]2[cH:28][cH:29][n:30]([CH2:34][C:35](=[O:36])[O:37][CH3:38])[c:31]2[cH:32][cH:33]1.[C:39](=[O:40])([O-:41])[O-:42].[CH2:1]([CH2:2][CH3:3])[c:4]1[c:5]([OH:19])[cH:6][cH:7][c:8](-[c:10]2[s:11][c:12]3[c:13]([n:14]2)[CH2:15][CH2:16][CH2:17][CH2:18]3)[cH:9]1.[CH3:50][CH2:51][O:52][C:53]([CH3:54])=[O:55].[Cs+:43].[Cs+:44].[O:45]=[CH:46][N:47]([CH3:48])[CH3:49]>>[CH2:1]([CH2:2][CH3:3])[c:4]1[c:5]([O:19][CH2:21][CH2:22][CH2:23][O:24][c:25]2[cH:26][c:27]3[cH:28][cH:29][n:30]([CH2:34][C:35](=[O:36])[O:37][CH3:38])[c:31]3[cH:32][cH:33]2)[cH:6][cH:7][c:8](-[c:10]2[s:11][c:12]3[c:13]([n:14]2)[CH2:15][CH2:16][CH2:17][CH2:18]3)[cH:9]1. The reactants are ICC (1-iodoethane), C([O-])([O-])=O.[K+].[K+] (potassium carbonate), BrC=1C=C2/C(/C(NC(C2=CC1)=O)=O)=C/NCC1=CC(=C(C=C1)O)O ((4Z)-6-bromo-4-{[(3,4-dihydroxybenzyl)amino]methylene} isoquinoline-1,3(2H,4H)-dione). The solvent is CN(C=O)C (N,N-dimethylformamide). Product: BrC=1C=C2/C(/C(NC(C2=CC1)=O)=O)=C/NCC1=CC(=C(C=C1)OCC)O ((4Z)-6-Bromo-4-{[(4-ethoxy-3-hydroxybenzyl)amino]methylene}isoquinoline-1,3(2H,4H)-dione). Yield: 24.0%. RXN SMILES: I[CH2:2][CH3:3].C(=O)([O-])[O-].[K+].[K+].[Br:10][C:11]1[CH:12]=[C:13]2[C:18](=[CH:19][CH:20]=1)[C:17](=[O:21])[NH:16][C:15](=[O:22])/[C:14]/2=[CH:23]\[NH:24][CH2:25][C:26]1[CH:31]=[CH:30][C:29]([OH:32])=[C:28]([OH:33])[CH:27]=1>CN(C)C=O>[Br:10][C:11]1[CH:12]=[C:13]2[C:18](=[CH:19][CH:20]=1)[C:17](=[O:21])[NH:16][C:15](=[O:22])/[C:14]/2=[CH:23]\[NH:24][CH2:25][C:26]1[CH:31]=[CH:30][C:29]([O:32][CH2:2][CH3:3])=[C:28]([OH:33])[CH:27]=1 |f:1.2.3|. Procedure: To a solution of 1-iodoethane (43.3 μl, 0.28 mmol) in anhydrous N,N-dimethylformamide (2 ML) is added potassium carbonate (207 mg, 1.5 mmol). The mixture stirred at room temperature and (4Z)-6-bromo-4-{[(3,4-dihydroxybenzyl)amino]methylene} isoquinoline-1,3(2H,4H)-dione (100 mg, 0.26 mmol) is added. After the mixture is stirred at 65° C. for 30 min, the resulting mixture is concentrated and the residue is then partitioned between water (50 ml) and ethyl acetate (50 ml). The organic layer is then... The reactants are O=C1C2=C(SC3=C(C=CC=C3)C13CCNCC3)C=CC=C2 (10,11-dihydro-11-oxospiro[dibenz(b,f)thiepin-10,4'-piperidine]), base, [H-].[Al+3].[Li+].[H-].[H-].[H-] (lithium aluminum hydride), O (water), [OH-].[Na+] (sodium hydroxide), O (water). Solvent: O1CCCC1 (tetrahydrofuran), O1CCCC1 (tetrahydrofuran). Conditions: time 16 hour. Product: OC1C2=C(SC3=C(C=CC=C3)C13CCNCC3)C=CC=C2 (10,11-dihydro-11-hydroxyspiro[dibenz(b,f)thiepin-10,4'-piperidine]). As a reaction SMILES: [O:1]=[C:2]1[C:12]2([CH2:17][CH2:16][NH:15][CH2:14][CH2:13]2)[C:7]2[CH:8]=[CH:9][CH:10]=[CH:11][C:6]=2[S:5][C:4]2[CH:18]=[CH:19][CH:20]=[CH:21][C:3]1=2.[H-].[Al+3].[Li+].[H-].[H-].[H-].O.[OH-].[Na+]>O1CCCC1>[OH:1][CH:2]1[C:12]2([CH2:13][CH2:14][NH:15][CH2:16][CH2:17]2)[C:7]2[CH:8]=[CH:9][CH:10]=[CH:11][C:6]=2[S:5][C:4]2[CH:18]=[CH:19][CH:20]=[CH:21][C:3]1=2 |f:1.2.3.4.5.6,8.9|. Reported procedure: A solution of 2.4 g of 10,11-dihydro-11-oxospiro[dibenz(b,f)thiepin-10,4'-piperidine], free base of Example 3, in 20 ml of tetrahydrofuran is added dropwise to a refluxing slurry of 1.5 g of lithium aluminum hydride in 20 ml of tetrahydrofuran. After total addition, stirring is continued at reflux for an addition 4 hours and then at ambient temperature for 16 hours. Thereafter, the reaction mixture is decomposed by adding sequentially 1.7 ml of water with 1.7 ml of 15% sodium hydroxide and 5.2 m... Reactants: IC1=CC=C(C=C1)C1=CC=C(C=C1)C(=O)O (4′-iodobiphenyl-4-carboxylic acid), glycol ester, C(CCCC)OC1=CC=C(C=C1)B(O)O (4-n-pentoxyphenylboronic acid), C([O-])([O-])=O.[Na+].[Na+] (sodium carbonate), S(O)(O)(=O)=O (sulfuric acid), C1=CC=C(C=C1)P(C2=CC=CC=C2)C3=CC=CC=C3 (PPh3). Reagents/catalysts: Cl[Pd]Cl (PdCl2). Run in C(CO)O (ethylene glycol), O (water). Conditions: temperature 95 celsius. The product is C(CCCC)OC1=CC=C(C=C1)C1=CC=C(C=C1)C1=CC=C(C=C1)C(=O)O (4″-n-pentoxy-[1,1′:4′,1″]-terphenyl-4-carboxylic acid). Reaction SMILES: I[C:2]1[CH:7]=[CH:6][C:5]([C:8]2[CH:13]=[CH:12][C:11]([C:14]([OH:16])=[O:15])=[CH:10][CH:9]=2)=[CH:4][CH:3]=1.[CH2:17]([O:22][C:23]1[CH:28]=[CH:27][C:26](B(O)O)=[CH:25][CH:24]=1)[CH2:18][CH2:19][CH2:20][CH3:21].C(=O)([O-])[O-].[Na+].[Na+].C1C=CC(P(C2C=CC=CC=2)C2C=CC=CC=2)=CC=1.S(=O)(=O)(O)O>Cl[Pd]Cl.O.C(O)CO>[CH2:17]([O:22][C:23]1[CH:24]=[CH:25][C:26]([C:2]2[CH:7]=[CH:6][C:5]([C:8]3[CH:13]=[CH:12][C:11]([C:14]([OH:16])=[O:15])=[CH:10][CH:9]=3)=[CH:4][CH:3]=2)=[CH:27][CH:28]=1)[CH2:18][CH2:19][CH2:20][CH3:21] |f:2.3.4|. Procedure: 32.4 g of 4′-iodobiphenyl-4-carboxylic acid are introduced together with 25.8 g of glycol ester of 4-n-pentoxyphenylboronic acid and 15.9 g of sodium carbonate into 300 ml of ethylene glycol and, while stirring vigorously, 18 mg of PdCl2 and 26.6 mg of PPh3 are added, and the mixture is stirred at 80° C. for 6 hours. The hot reaction mixture is cautiously poured into a mixture of 30 g of 37% strength sulfuric acid and 200 g of water, and the mixture is heated at 90-100° C. for 30 minutes. After ... The reactants are CC(=O)Oc1cc(C=O)cc2c1C(COC(N)=O)C1(OC(C)=O)ON2CC2C1N2C(C)=O, CCOC(C)=O. The product is CC(=O)Oc1cc(CO)cc2c1C(COC(N)=O)C1(OC(C)=O)ON2CC2C1N2C(C)=O. RXN SMILES: [C:1]([CH3:2])(=[O:3])[O:4][c:5]1[cH:6][c:7]([CH:31]=[O:32])[cH:8][c:9]2[c:17]1[CH:16]([CH2:18][O:19][C:20]([NH2:21])=[O:22])[C:15]1([O:24][C:25]([CH3:26])=[O:27])[CH:14]3[CH:12]([CH2:11][N:10]2[O:23]1)[N:13]3[C:28]([CH3:29])=[O:30].[CH3:33][CH2:34][O:35][C:36](=[O:37])[CH3:38]>>[C:1]([CH3:2])(=[O:3])[O:4][c:5]1[cH:6][c:7]([CH2:31][OH:32])[cH:8][c:9]2[c:17]1[CH:16]([CH2:18][O:19][C:20]([NH2:21])=[O:22])[C:15]1([O:24][C:25]([CH3:26])=[O:27])[CH:14]3[CH:12]([CH2:11][N:10]2[O:23]1)[N:13]3[C:28]([CH3:29])=[O:30]. Starting materials: ClC1=NC=NC2=CC=CC=C12.N1=CN=C(C2=CC=CC=C12)N1C(CN(CC1C)C(=O)O)C (4-(4-quinazolinyl)-3,5-dimethylpiperazine-1-carboxylate 4-Chloroquinazoline), CC1CN(CC(N1)C)C(=O)[O-] (3,5-dimethylpiperazine-1-carboxylate), C(C)(C)N(C(C)C)CC (N,N-diisopropylethylamine), CN1C(CCC1)=O (1-methyl-2-pyrrolidinone). Yields the product C[C@@H]1CN(C[C@@H](N1C1=NC=NC2=CC=CC=C12)C)CC(=O)NC1=C(C=CC(=C1)OC1CCNCC1)C (Cis-2-(3,5-Dimethyl-4-(quinazolin-4-yl)piperazin-1-yl)-N-(2-methyl-5-(4-piperidinyloxy)phenyl)acetamide). Reaction SMILES: Cl[C:2]1[C:11]2[C:6](=[CH:7][CH:8]=[CH:9][CH:10]=2)[N:5]=[CH:4]N=1.[N:12]1[C:21]2[C:16](=[CH:17][CH:18]=[CH:19][CH:20]=2)[C:15]([N:22]2[CH:27]([CH3:28])[CH2:26][N:25]([C:29](O)=O)[CH2:24][CH:23]2[CH3:32])=[N:14][CH:13]=1.CC1NC(C)CN([C:41]([O-])=[O:42])C1.C([N:47]([CH2:51][CH3:52])[CH:48]([CH3:50])C)(C)C.CN1CCCC1=[O:59]>>[CH3:28][C@H:27]1[N:22]([C:15]2[C:16]3[C:21](=[CH:20][CH:19]=[CH:18][CH:17]=3)[N:12]=[CH:13][N:14]=2)[C@@H:23]([CH3:32])[CH2:24][N:25]([CH2:29][C:4]([NH:5][C:6]2[CH:7]=[C:8]([O:42][CH:41]3[CH2:50][CH2:48][NH:47][CH2:51][CH2:52]3)[CH:9]=[CH:10][C:11]=2[CH3:2])=[O:59])[CH2:26]1 |f:0.1|. Procedure: 1,1-Dimethylethyl, 4-(4-quinazolinyl)-3,5-dimethylpiperazine-1-carboxylate 4-Chloroquinazoline (6 g), cis-1,1-diethylethyl, 3,5-dimethylpiperazine-1-carboxylate (7.8 g), N,N-diisopropylethylamine (32 ml) in 1-methyl-2-pyrrolidinone (70 ml) were heated at 120° C. for 6 days under nitrogen. The mixture was partitioned between ethyl acetate and brine. The organic phase collected and further washed with brine (×2), collected, dried (MgSO4) and solvent evaporated under reduced pressure to leave a pal... Reactants: C1(CC1)NCC=1C=C(C(=O)NC=2SC3=C(C2C(=O)NC2=CC=C(C=C2)CCC2=CC=C(C(=O)OC)C=C2)CCCC3)C=CC1 (methyl 4-{2-[4-({[2-({3-[(cyclopropylamino)methyl]benzoyl}amino)-4,5,6,7-tetrahydro-1-benzothiophen-3-yl]carbonyl}amino)phenyl]ethyl}benzoate), ClC1=NC=C(C=N1)C(=O)OCC (ethyl 2-chloropyrimidine-5-carboxylate). The product is C1(CC1)N(C1=NC=C(C=N1)C(=O)OCC)CC1=CC(=CC=C1)C(NC=1SC2=C(C1C(NC1=CC=C(C=C1)CCC1=CC=C(C=C1)C(=O)OC)=O)CCCC2)=O (ethyl 2-{cyclopropyl[3-({3-[(4-{2-[4-(methoxycarbonyl)phenyl]ethyl}phenyl)carbamoyl}-4,5,6,7-tetrahydro-1-benzothiophen-2-yl}carbamoyl)benzyl]amino}pyrimidine-5-carboxylate). The yield is 98.5%. RXN SMILES: [CH:1]1([NH:4][CH2:5][C:6]2[CH:7]=[C:8]([CH:42]=[CH:43][CH:44]=2)[C:9]([NH:11][C:12]2[S:13][C:14]3[CH2:41][CH2:40][CH2:39][CH2:38][C:15]=3[C:16]=2[C:17]([NH:19][C:20]2[CH:25]=[CH:24][C:23]([CH2:26][CH2:27][C:28]3[CH:37]=[CH:36][C:31]([C:32]([O:34][CH3:35])=[O:33])=[CH:30][CH:29]=3)=[CH:22][CH:21]=2)=[O:18])=[O:10])[CH2:3][CH2:2]1.Cl[C:46]1[N:51]=[CH:50][C:49]([C:52]([O:54][CH2:55][CH3:56])=[O:53])=[CH:48][N:47]=1>>[CH:1]1([N:4]([CH2:5][C:6]2[CH:44]=[CH:43][CH:42]=[C:8]([C:9](=[O:10])[NH:11][C:12]3[S:13][C:14]4[CH2:41][CH2:40][CH2:39][CH2:38][C:15]=4[C:16]=3[C:17](=[O:18])[NH:19][C:20]3[CH:25]=[CH:24][C:23]([CH2:26][CH2:27][C:28]4[CH:29]=[CH:30][C:31]([C:32]([O:34][CH3:35])=[O:33])=[CH:36][CH:37]=4)=[CH:22][CH:21]=3)[CH:7]=2)[C:46]2[N:47]=[CH:48][C:49]([C:52]([O:54][CH2:55][CH3:56])=[O:53])=[CH:50][N:51]=2)[CH2:3][CH2:2]1. Procedure details: By using 250 mg of methyl 4-{2-[4-({[2-({3-[(cyclopropylamino)methyl]benzoyl}amino)-4,5,6,7-tetrahydro-1-benzothiophen-3-yl]carbonyl}amino)phenyl]ethyl}benzoate and 153 mg of ethyl 2-chloropyrimidine-5-carboxylate as starting materials, the reaction similar to Preparation Example 30 was performed, thereby obtaining 307 mg of ethyl 2-{cyclopropyl[3-({3-[(4-{2-[4-(methoxycarbonyl)phenyl]ethyl}phenyl)carbamoyl}-4,5,6,7-tetrahydro-1-benzothiophen-2-yl}carbamoyl)benzyl]amino}pyrimidine-5-carboxylate. The reactants are N(=[N+]=[N-])[C@H](C(=O)O)[C@H](C=1C=NC=C(C1)F)C1=CC(=C(C=C1)Cl)F ((2S,3S)-2-Azido-3-(4-chloro-3-fluorophenyl)-3-(5-fluoropyridin-3-yl)propanoic acid), NC1=C(CC[C@@H]2CN([C@@H](CO2)COC(NCC(F)(F)F)=O)C(=O)OC(C)(C)C)C(=CC=C1)F ((2R,5S)-tert-butyl 2-(2-amino-6-fluorophenethyl)-5-((((2,2,2-trifluoroethyl)carbamoyl)oxy)methyl)morpholine-4-carboxylate). The product is ClC1=C(C=C([C@H]([C@H](NC(=O)OC)C(=O)NC2=C(C(=CC=C2)F)CC[C@@H]2CN[C@@H](CO2)COC(NCC(F)(F)F)=O)C=2C=NC=C(C2)F)C=C1)F ((βS)-4-Chloro-3-fluoro-β-(5-fluoropyridin-3-yl)-N-(3-fluoro-2-{2-[(2R,5S)-5-({[(2,2,2-trifluoroethyl)carbamoyl]oxy}methyl)morpholin-2-yl]ethyl}phenyl)-Nα-(methoxycarbonyl)-L-phenylalaninamide). Reaction SMILES: [N:1]([C@@H:4]([C@@H:8]([C:16]1[CH:21]=[CH:20][C:19]([Cl:22])=[C:18]([F:23])[CH:17]=1)[C:9]1[CH:10]=[N:11][CH:12]=[C:13]([F:15])[CH:14]=1)[C:5]([OH:7])=O)=[N+]=[N-].[NH2:24][C:25]1[CH:55]=[CH:54][CH:53]=[C:52]([F:56])[C:26]=1[CH2:27][CH2:28][C@H:29]1[O:34][CH2:33][C@@H:32]([CH2:35][O:36][C:37](=[O:44])[NH:38][CH2:39][C:40]([F:43])([F:42])[F:41])[N:31](C(OC(C)(C)C)=O)[CH2:30]1>>[Cl:22][C:19]1[CH:20]=[CH:21][C:16]([C@@H:8]([C:9]2[CH:10]=[N:11][CH:12]=[C:13]([F:15])[CH:14]=2)[C@@H:4]([C:5]([NH:24][C:25]2[CH:55]=[CH:54][CH:53]=[C:52]([F:56])[C:26]=2[CH2:27][CH2:28][C@H:29]2[O:34][CH2:33][C@@H:32]([CH2:35][O:36][C:37](=[O:44])[NH:38][CH2:39][C:40]([F:41])([F:43])[F:42])[NH:31][CH2:30]2)=[O:7])[NH:1][C:37]([O:36][CH3:35])=[O:44])=[CH:17][C:18]=1[F:23]. Procedure: The title compound was prepared from the product of step 1 and the product of step 4 of Example 99 using the procedures given in steps 2 and 3 of Example 93 and steps 1 and 2 of Example 91. MS (ES) m/z=732 (M+H)+. Starting materials: CS(=O)(=O)OC1CN(C1)C=1SC=C(N1)CN1C(CCC1=O)=O (3-methanesulfonyloxy-1-(4-succinimidomethyl-1,3-thiazol-2-yl)azetidine), C(C)(=S)[O-].[K+] (potassium thioacetate). The solvent is CN(C=O)C (dimethylformamide). Conditions: temperature 90 celsius, time 8 hour. The product is C(C)(=O)SC1CN(C1)C=1SC=C(N1)CN1C(CCC1=O)=O (3-acetylthio-1-(4-succinimidomethyl-1,3-thiazol-2-yl)azetidine). Isolated yield 49.1%. Reaction SMILES: CS(O[CH:6]1[CH2:9][N:8]([C:10]2[S:11][CH:12]=[C:13]([CH2:15][N:16]3[C:20](=[O:21])[CH2:19][CH2:18][C:17]3=[O:22])[N:14]=2)[CH2:7]1)(=O)=O.[C:23]([O-:26])(=[S:25])[CH3:24].[K+]>CN(C)C=O>[C:23]([S:25][CH:6]1[CH2:7][N:8]([C:10]2[S:11][CH:12]=[C:13]([CH2:15][N:16]3[C:17](=[O:22])[CH2:18][CH2:19][C:20]3=[O:21])[N:14]=2)[CH2:9]1)(=[O:26])[CH3:24] |f:1.2|. Reported procedure: To a solution of 3-methanesulfonyloxy-1-(4-succinimidomethyl-1,3-thiazol-2-yl)azetidine (515 mg, 1.49 mmol) (obtained as described in Reference Example 69(3)) in dimethylformamide (15 ml) was added potassium thioacetate (1.02 g, 8.95 mmol) at room temperature, and then stirred in an oil bath (90° C.) for 8 hours. After checking the completion of the reaction, the mixture was partitioned between ethyl acetate and 10% aqueous sodium chloride solution. The organic layer was washed with saturated aq... Reactants: NC1=NC(=C(C(=N1)S(=O)C)C#N)C1=NC=CC=C1 (2-amino-4-methanesulfinyl-6-pyridin-2-yl-pyrimidine-5-carbonitrile), ( 34 ), ( 31 ), CC=1C(=NC=C(C1)C)CO (3,5-dimethyl-2-pyridinemethanol), C1CCC2=NCCCN2CC1 (DBU). The solvent is COCCOC (DME). The product is NC1=NC(=C(C(=N1)OCC1=NC=C(C=C1C)C)C#N)C1=NC=CC=C1 (2-Amino-4-(3,5-dimethyl-pyridin-2-yl-methoxy)-6-pyridin-2-yl-pyrimidine-5-carbonitrile). As a reaction SMILES: [NH2:1][C:2]1[N:7]=[C:6](S(C)=O)[C:5]([C:11]#[N:12])=[C:4]([C:13]2[CH:18]=[CH:17][CH:16]=[CH:15][N:14]=2)[N:3]=1.[CH3:19][C:20]1[C:21]([CH2:27][OH:28])=[N:22][CH:23]=[C:24]([CH3:26])[CH:25]=1.C1CCN2C(=NCCC2)CC1>COCCOC>[NH2:1][C:2]1[N:7]=[C:6]([O:28][CH2:27][C:21]2[C:20]([CH3:19])=[CH:25][C:24]([CH3:26])=[CH:23][N:22]=2)[C:5]([C:11]#[N:12])=[C:4]([C:13]2[CH:18]=[CH:17][CH:16]=[CH:15][N:14]=2)[N:3]=1. Procedure: From 2-amino-4-methanesulfinyl-6-pyridin-2-yl-pyrimidine-5-carbonitrile, 3,5-dimethyl-2-pyridinemethanol and DBU in DME. EI-MS m/e (%): 332 (M+, 100), 303 (34), 120 (31).